This data is from the Open Reaction Database (ORD), a public repository of structured organic reaction records. The task is: describe an organic reaction: reactants, conditions, products, and yield Reactants: O=C(C=1C=CC=CC1)N(CCCCCC)CCCCCC. Reagents/catalysts: O1B(OC(C)(C)C1(C)C)B2OC(C)(C)C(O2)(C)C, O=C1C=CC=2C=CC=C(C3=CN=C(C=C3)C=4N=CC=CC4)C2N1, [K].OC(C)(C)C, C[OH2+].C[OH2+].C1CC=CCCC=C1.C1CC=CCCC=C1.[Ir].[Ir]. The solvent is O1CCCC1. Reaction conditions: temperature 80 celsius, time 12 hour. The product is O=C(C=1C=CC=C(C1)B2OC(C)(C)C(O2)(C)C)N(CCCCCC)CCCCCC. The yield is 55.0%. Procedure: In an argon filled glove box, a 5.0 mL wheaton microreactor was charged with [Ir(cod)(OMe)]2 (1.98 mg, 1.5 mol%), L1 ligand (2.1 mg, 3.5 mol%), B2pin2 (50.8 mg, 1.0 equiv.), KOtBu (1.0 mg, 4.5 mol%) and dry THF (1.0 mL). The reaction mixture was stirred for 2 minutes at room temperature. To this mixture, N,N-dihexylbenzamide (57.9 mg, 0.2 mmol) was added. The microreactor was capped with a teflon pressure cap and placed into pre-heated aluminum block at 80 oC. The reaction mixture was stirred fo...